Dataset: the Open Reaction Database (ORD), a public repository of structured organic reaction records. Task: describe an organic reaction: reactants, conditions, products, and yield Starting materials: BrC(C(=O)OCC)C(=O)OCC (Diethyl bromomalonate), CC(=O)C=1C=CC(=CC1)O (4-hydroxyacetophenone). The product is C(C)(=O)C1=CC=C(OC(C(=O)OCC)C(=O)OCC)C=C1 (diethyl 4-acetylphenoxymalonate). RXN SMILES: Br[CH:2]([C:8]([O:10][CH2:11][CH3:12])=[O:9])[C:3]([O:5][CH2:6][CH3:7])=[O:4].[CH3:13][C:14]([C:16]1[CH:17]=[CH:18][C:19]([OH:22])=[CH:20][CH:21]=1)=[O:15]>>[C:14]([C:16]1[CH:21]=[CH:20][C:19]([O:22][CH:2]([C:8]([O:10][CH2:11][CH3:12])=[O:9])[C:3]([O:5][CH2:6][CH3:7])=[O:4])=[CH:18][CH:17]=1)(=[O:15])[CH3:13]. Procedure details: Diethyl bromomalonate was reacted with 4-hydroxyacetophenone to give diethyl 4-acetylphenoxymalonate by the procedure described for the preparation of isopropyl 4-acetylphenoxyacetate. The reactants are CC=1C=CC(=NC1)S(=O)(=O)N(C1=CC=C(C=C1)C)CC(=O)O ([(5-methyl-pyridine-2-sulfonyl)-p-tolyl-amino]-acetic acid), C(C)NCC1=NC(=CC=C1)C (ethyl-(6-methyl-pyridin-2-ylmethyl)-amine). Product: C(C)N(C(CN(C1=CC=C(C=C1)C)S(=O)(=O)C1=NC=C(C=C1)C)=O)CC1=NC(=CC=C1)C (N-Ethyl-2-[(5-methyl-pyridine-2-sulfonyl)-p-tolyl-amino]-N-(6-methyl-pyridin-2-ylmethyl)-acetamide). As a reaction SMILES: [CH3:1][C:2]1[CH:3]=[CH:4][C:5]([S:8]([N:11]([CH2:19][C:20]([OH:22])=O)[C:12]2[CH:17]=[CH:16][C:15]([CH3:18])=[CH:14][CH:13]=2)(=[O:10])=[O:9])=[N:6][CH:7]=1.[CH2:23]([NH:25][CH2:26][C:27]1[CH:32]=[CH:31][CH:30]=[C:29]([CH3:33])[N:28]=1)[CH3:24]>>[CH2:23]([N:25]([CH2:26][C:27]1[CH:32]=[CH:31][CH:30]=[C:29]([CH3:33])[N:28]=1)[C:20](=[O:22])[CH2:19][N:11]([S:8]([C:5]1[CH:4]=[CH:3][C:2]([CH3:1])=[CH:7][N:6]=1)(=[O:10])=[O:9])[C:12]1[CH:13]=[CH:14][C:15]([CH3:18])=[CH:16][CH:17]=1)[CH3:24]. Procedure details: prepared by reaction of [(5-methyl-pyridine-2-sulfonyl)-p-tolyl-amino]-acetic acid with ethyl-(6-methyl-pyridin-2-ylmethyl)-amine Reactants: ClC=1C2=C(N=CN1)NC(=C2CC)CCC (4-Chloro-5-ethyl-6-propyl-7H-pyrrolo[2,3-d]pyrimidine), NC1=CC2=C(NC(S2)=O)C=C1OC (6-amino-5-methoxy-1,3-benzothiazol-2(3H)-one). Yields the product C(C)C1=C(NC=2N=CN=C(C21)NC2=CC1=C(NC(S1)=O)C=C2OC)CCC (6-[(5-Ethyl-6-propyl-7H-pyrrolo[2,3-d]pyrimidin-4-yl)amino]-5-methoxy-1,3-benzothiazol-2(3H)-one). RXN SMILES: Cl[C:2]1[C:3]2[C:10]([CH2:11][CH3:12])=[C:9]([CH2:13][CH2:14][CH3:15])[NH:8][C:4]=2[N:5]=[CH:6][N:7]=1.[NH2:16][C:17]1[C:26]([O:27][CH3:28])=[CH:25][C:20]2[NH:21][C:22](=[O:24])[S:23][C:19]=2[CH:18]=1>>[CH2:11]([C:10]1[C:3]2[C:2]([NH:16][C:17]3[C:26]([O:27][CH3:28])=[CH:25][C:20]4[NH:21][C:22](=[O:24])[S:23][C:19]=4[CH:18]=3)=[N:7][CH:6]=[N:5][C:4]=2[NH:8][C:9]=1[CH2:13][CH2:14][CH3:15])[CH3:12]. Procedure details: 100 mg (447 μmol) 4-chloro-5-ethyl-6-propyl-7H-pyrrolo[2,3-d]pyrimidine (prepared according to intermediate example 22a) were transformed in analogy to example 1 using 6-amino-5-methoxy-1,3-benzothiazol-2(3H)-one to give after working up and purification 3.2 mg (2%) of the title compound. The reactants are CC(=O)O, [Fe], CC1(C)C(=O)NC(=O)c2c1cc(Br)c(N)c2[N+](=O)[O-]. Yields the product CC1(C)C(=O)NC(=O)c2c1cc(Br)c(N)c2N. Reaction SMILES: [C:20]([OH:21])(=[O:22])[CH3:23].[Fe:24].[NH2:1][c:2]1[c:3]([Br:19])[cH:4][c:5]2[c:10]([c:11]1[N+:12]([O-:13])=[O:14])[C:9](=[O:15])[NH:8][C:7](=[O:16])[C:6]2([CH3:17])[CH3:18]>>[NH2:1][c:2]1[c:3]([Br:19])[cH:4][c:5]2[c:10]([c:11]1[NH2:12])[C:9](=[O:15])[NH:8][C:7](=[O:16])[C:6]2([CH3:17])[CH3:18]. The reactants are C1C(C(=O)N(C1=O)O)S(=O)(=O)[O-].[Na+] (sulfo-NHS), CCN=C=NCCCN(C)C (EDCI), Cl (HCl), NCC(CO)O (3-aminopropane-1,2-diol), C(=O)(O)C(CCCC(=O)O)N1CCN(CCNCCN(CC1)C(CCCC(=O)O)C(=O)O)C(C(=O)O)CCCC (2-[4,7-bis(1,4-dicarboxybutyl]-1,4,7,10-tetraazacyclododec-1-yl]hexanoic acid), [OH-].[Na+] (NaOH). Run in O (water). Reaction conditions: time 8 hour. Yields the product C1CN(CCN(CCN(CCN1)CC(=O)O)CC(=O)O)CC(=O)O (DO3A). Reaction SMILES: NCC(O)CO.Cl.[C:8]([CH:11]([N:18]1[CH2:29][CH2:28][N:27]([CH:30]([C:37]([OH:39])=[O:38])CCCC(O)=O)[CH2:26][CH2:25][NH:24][CH2:23][CH2:22][N:21]([CH:40](CCCC)[C:41]([OH:43])=[O:42])[CH2:20][CH2:19]1)CCCC(O)=O)([OH:10])=[O:9].C1C(=O)N(O)C(=O)C1S([O-])(=O)=O.[Na+].CCN=C=NCCCN(C)C.[OH-].[Na+]>O>[CH2:25]1[NH:24][CH2:23][CH2:22][N:21]([CH2:40][C:41]([OH:43])=[O:42])[CH2:20][CH2:19][N:18]([CH2:11][C:8]([OH:10])=[O:9])[CH2:29][CH2:28][N:27]([CH2:30][C:37]([OH:39])=[O:38])[CH2:26]1 |f:3.4,6.7|. Procedure details: A solution containing 0.26 mg of 3-aminopropane-1,2-diol in 6 μl of water is prepared. The pH is adjusted to 6 with HCl. 0.5 mg of gallium complex of 2-[4,7-bis(1,4-dicarboxybutyl]-1,4,7,10-tetraazacyclododec-1-yl]hexanoic acid are added to the above solution. The pH is again adjusted before adding 0.071 mg of sulfo-NHS and 0.062 mg of EDCI. The pH is checked and adjusted to 6 with 2N NaOH. After an overnight period at AT, the reaction medium is concentrated to approximately 2 ml and then precip... Starting materials: O=C([O-])[O-], CC1(C)Cc2cc(C(F)(F)F)ccc2NC1c1cccc(N)c1, COC(=O)C(C)(C)Br, CN(C)C=O, [K+], [K+]. Yields the product COC(=O)C(C)(C)Nc1cccc(C2Nc3ccc(C(F)(F)F)cc3CC2(C)C)c1. Reaction SMILES: [C:32](=[O:33])([O-:34])[O-:35].[CH3:1][C:2]1([CH3:23])[CH:3]([c:16]2[cH:17][c:18]([NH2:22])[cH:19][cH:20][cH:21]2)[NH:4][c:5]2[cH:6][cH:7][c:8]([C:12]([F:13])([F:14])[F:15])[cH:9][c:10]2[CH2:11]1.[CH3:24][O:25][C:26]([C:27]([CH3:28])([CH3:29])[Br:30])=[O:31].[CH3:38][N:39]([CH3:40])[CH:41]=[O:42].[K+:36].[K+:37]>>[CH3:1][C:2]1([CH3:23])[CH:3]([c:16]2[cH:17][c:18]([NH:22][C:27]([C:26]([O:25][CH3:24])=[O:31])([CH3:28])[CH3:29])[cH:19][cH:20][cH:21]2)[NH:4][c:5]2[cH:6][cH:7][c:8]([C:12]([F:13])([F:14])[F:15])[cH:9][c:10]2[CH2:11]1. The reactants are BrN1C(CCC1=O)=O (N-bromosuccinimide), C(C)(C)(C)OC(C(=O)OC)C=1N=C(SC1)C1=CC=CC=C1 (methyl 2-(tert-butoxy)-2-(2-phenyl-1,3-thiazol-4-yl)acetate), C(C)(=O)OCC (ethyl acetate). Run in CN(C=O)C (N,N-dimethylformamide). Conditions: temperature 70 celsius. Yields the product BrC1=C(N=C(S1)C1=CC=CC=C1)C(C(=O)OC)OC(C)(C)C (methyl 2-(5-bromo-2-phenyl-1,3-thiazol-4-yl)-2-(tert-butoxy)acetate). Yield: 78.0%. Reaction SMILES: [Br:1]N1C(=O)CCC1=O.[C:9]([O:13][CH:14]([C:19]1[N:20]=[C:21]([C:24]2[CH:29]=[CH:28][CH:27]=[CH:26][CH:25]=2)[S:22][CH:23]=1)[C:15]([O:17][CH3:18])=[O:16])([CH3:12])([CH3:11])[CH3:10].C(OCC)(=O)C>CN(C)C=O>[Br:1][C:23]1[S:22][C:21]([C:24]2[CH:29]=[CH:28][CH:27]=[CH:26][CH:25]=2)=[N:20][C:19]=1[CH:14]([O:13][C:9]([CH3:12])([CH3:10])[CH3:11])[C:15]([O:17][CH3:18])=[O:16]. Procedure details: Under a nitrogen atmosphere, N-bromosuccinimide (108 mg, 0.6 mmol) was added to a solution of methyl 2-(tert-butoxy)-2-(2-phenyl-1,3-thiazol-4-yl)acetate (6b) (30 mg, 0.1 mmol) in N,N-dimethylformamide (2 mL). The reaction mixture was warmed at 70° C. for 3 hours and ethyl acetate (20 mL) was then added. The organic layer was washed with water (2×10 mL), brine (10 mL), dried over sodium sulfate, filtered, and evaporated under reduced pressure. The residue was purified by flash chromatography on ... Reactants: [Li+], CCOC(=O)C1CCCN1C1CCN(C(=O)C(Cc2cc(Cl)c(N)c(C(F)(F)F)c2)OC(=O)N2CCC(N3CCc4ccccc4NC3=O)CC2)CC1, [OH-]. The product is Nc1c(Cl)cc(CC(OC(=O)N2CCC(N3CCc4ccccc4NC3=O)CC2)C(=O)N2CCC(N3CCCC3C(=O)O)CC2)cc1C(F)(F)F. RXN SMILES: [Li+:55].[O:1]=[C:2]1[NH:3][c:4]2[c:5]([cH:50][cH:51][cH:52][cH:53]2)[CH2:6][CH2:7][N:8]1[CH:9]1[CH2:10][CH2:11][N:12]([C:15](=[O:16])[O:17][CH:18]([C:19](=[O:20])[N:21]2[CH2:22][CH2:23][CH:24]([N:27]3[CH:28]([C:32](=[O:33])[O:34][CH2:35][CH3:36])[CH2:29][CH2:30][CH2:31]3)[CH2:25][CH2:26]2)[CH2:37][c:38]2[cH:39][c:40]([Cl:49])[c:41]([NH2:48])[c:42]([C:44]([F:45])([F:46])[F:47])[cH:43]2)[CH2:13][CH2:14]1.[OH-:54]>>[O:1]=[C:2]1[NH:3][c:4]2[c:5]([cH:50][cH:51][cH:52][cH:53]2)[CH2:6][CH2:7][N:8]1[CH:9]1[CH2:10][CH2:11][N:12]([C:15](=[O:16])[O:17][CH:18]([C:19](=[O:20])[N:21]2[CH2:22][CH2:23][CH:24]([N:27]3[CH:28]([C:32](=[O:33])[OH:34])[CH2:29][CH2:30][CH2:31]3)[CH2:25][CH2:26]2)[CH2:37][c:38]2[cH:39][c:40]([Cl:49])[c:41]([NH2:48])[c:42]([C:44]([F:45])([F:46])[F:47])[cH:43]2)[CH2:13][CH2:14]1. The reactants are C1OC2=C(SC(=C2OC1)C(=O)O)C(=O)O (3,4-Ethylenedioxythiophene-2,5-dicarboxylic acid), ice water. Reagents/catalysts: [Cu] (copper). The solvent is CS(=O)C (DMSO). Conditions: time 30 minute. Yields the product C1OC2=CSC=C2OC1 (3,4-ethylenedioxythiophene). Isolated yield 99.6%. As a reaction SMILES: [CH2:1]1[CH2:9][O:8][C:7]2[C:3](=[C:4](C(O)=O)[S:5][C:6]=2C(O)=O)[O:2]1>[Cu].CS(C)=O>[CH2:1]1[CH2:9][O:8][C:7]2[C:3](=[CH:4][S:5][CH:6]=2)[O:2]1. Procedure: 3,4-Ethylenedioxythiophene-2,5-dicarboxylic acid (460 g) and a copper powder (46 g) were added to DMSO (1200 g) at room temperature. The reaction mixture was stirred under an oxygen atmosphere for 30 minutes at room temperature and then heated at 120° C. for 6 hours. The reaction mixture was then poured into ice water (1200 mL), and the crude product was extracted with ethyl acetate. After drying over anhydrous sodium sulfate, the solvent was removed by evaporation. The residue was vacuum-distil...